Task: describe an organic reaction: reactants, conditions, products, and yield. Dataset: the Open Reaction Database (ORD), a public repository of structured organic reaction records The reactants are C(C)(C)(C)C1=C(OC2=NC=CC=C2NC(NN)=S)C=CC=C1 (4-(2-(2-tert-Butylphenoxy)pyridin-3-yl)thiosemicarbazide), BrCCCC(=O)Cl (4-bromobutanoyl chloride). Product: BrCCCC1=NN=C(S1)NC=1C(=NC=CC1)OC1=C(C=CC=C1)C(C)(C)C (N-(5-(3-Bromopropyl)-1,3,4-thiadiazol-2-yl)-2-(2-tert-butylphenoxy)pyridin-3-amine). RXN SMILES: [C:1]([C:5]1[CH:22]=[CH:21][CH:20]=[CH:19][C:6]=1[O:7][C:8]1[C:13]([NH:14][C:15](=[S:18])[NH:16][NH2:17])=[CH:12][CH:11]=[CH:10][N:9]=1)([CH3:4])([CH3:3])[CH3:2].[Br:23][CH2:24][CH2:25][CH2:26][C:27](Cl)=O>>[Br:23][CH2:24][CH2:25][CH2:26][C:27]1[S:18][C:15]([NH:14][C:13]2[C:8]([O:7][C:6]3[CH:19]=[CH:20][CH:21]=[CH:22][C:5]=3[C:1]([CH3:4])([CH3:2])[CH3:3])=[N:9][CH:10]=[CH:11][CH:12]=2)=[N:16][N:17]=1. Reported procedure: Example 102a was synthetized following the procedure for Example 1 using 4-(2-(2-tert-butylphenoxy)pyridin-3-yl)thiosemicarbazide (Example 1b) with 4-bromobutanoyl chloride.